Task: describe an organic reaction: reactants, conditions, products, and yield. Dataset: the Open Reaction Database (ORD), a public repository of structured organic reaction records Yields the product C(C1=CC=CC=C1)NCCC1=CN(C=2C=C(C=C(C12)O)F)CC (3-(2-(benzylamino)ethyl)-1-ethyl-6-fluoro-1H-indol-4-ol). Procedure details: Following the procedure (step 2-1, scheme 23) used to prepare compound 23-2, compound 26-7 gave compound 26-8 in 37% yield (67.5 mg) as off-white solid. 1H NMR (300 MHz, MeOD-d6) δ (ppm): 7.41 (d, J=20.1 Hz, 5H), 6.96 (s, 1H), 6.59 (dd, J=9.9, 2.1 Hz, 1H), 6.19 (dd, J=11.2, 2.0 Hz, 1H), 4.20 (s, 2H), 4.05 (q, J=7.3 Hz, 2H), 3.37 (dd, J=13.4, 6.1 Hz, 2H), 3.26-3.16 (m, 2H), 1.37 (t, J=7.2 Hz, 3H). LRMS: calc 312.16. found 313.1 [MH]+. Reactants: FC=1C=C(C(=C2C(=CNC12)CCO)OC)CCC1=CC=CC=C1 (2-(7-Fluoro-4-methoxy-5-phenethyl-1H-indol-3-yl)ethanol), C(C1=CC=CC=C1)NCCC1=CN(C2=CC(=CC(=C12)OCC1=CC=CC=C1)F)CC (N-Benzyl-2-(4-(benzyloxy)-1-ethyl-6-fluoro-1H-indol-3-yl)ethanamine). As a reaction SMILES: FC1C=C(CCC2C=CC=CC=2)C(OC)=C2C=1NC=C2CCO.[CH2:24]([NH:31][CH2:32][CH2:33][C:34]1[C:42]2[C:37](=[CH:38][C:39]([F:51])=[CH:40][C:41]=2[O:43]CC2C=CC=CC=2)[N:36]([CH2:52][CH3:53])[CH:35]=1)[C:25]1[CH:30]=[CH:29][CH:28]=[CH:27][CH:26]=1>>[CH2:24]([NH:31][CH2:32][CH2:33][C:34]1[C:42]2[C:41]([OH:43])=[CH:40][C:39]([F:51])=[CH:38][C:37]=2[N:36]([CH2:52][CH3:53])[CH:35]=1)[C:25]1[CH:26]=[CH:27][CH:28]=[CH:29][CH:30]=1. Yield: 37.0%. Reactants: CC(C)([O-])C.[K+] (potassium-tert-butoxide), C(C=C)(=O)OC (methyl acrylate), C=1(C(=CC=CC1)S(=O)(=O)C[N+]#[C-])C (toluenesulfonylmethyl isocyanide). The solvent is C1CCOC1 (THF), C1CCOC1 (THF). Reaction conditions: time 2 hour. Product: N1C=C(C=C1)C(=O)OC (methyl 1H-pyrrole-3-carboxylate). As a reaction SMILES: C[C:2]([CH3:5])([O-])C.[K+].[C:7]([O:11][CH3:12])(=[O:10])[CH:8]=[CH2:9].C1(C)C(S(C[N+:23]#[C-])(=O)=O)=CC=CC=1>C1COCC1>[NH:23]1[CH:2]=[CH:5][C:8]([C:7]([O:11][CH3:12])=[O:10])=[CH:9]1 |f:0.1|. Reported procedure: To a solution of potassium-tert-butoxide (105 g) in THF (1.2 L) was added dropwise a solution of methyl acrylate (66 g) and toluenesulfonylmethyl isocyanide (150 g) in THF (300 ml). The resulting mixture was stirred at room temperature for 2 h. The reaction was quenched with water and extracted with ethyl acetate. The organic phase was dried (MgSO4), filtered and concentrated. The crude product was purified by chromatography on silica gel (Petrol:ethyl acetate=5:1) to give the desired compound. The reactants are CO, O=[N+]([O-])c1ccc(Oc2ccc(Cl)cc2Cl)cc1. Yields the product Nc1ccc(Oc2ccc(Cl)cc2Cl)cc1. Reaction SMILES: [CH3:19][OH:20].[Cl:1][c:2]1[c:3]([O:4][c:5]2[cH:6][cH:7][c:8]([N+:11]([O-:12])=[O:13])[cH:9][cH:10]2)[cH:14][cH:15][c:16]([Cl:18])[cH:17]1>>[Cl:1][c:2]1[c:3]([O:4][c:5]2[cH:6][cH:7][c:8]([NH2:11])[cH:9][cH:10]2)[cH:14][cH:15][c:16]([Cl:18])[cH:17]1. The reactants are C(C)OC(C=1SC(=C2C1CC(CC2=O)(C)C)SC)=NNC=O (Formic acid[ethoxy-(6,6-dimethyl-3-methylthio-4-oxo-4,5,6,7-tetrahydrobenzo[c]thiophen-1-yl)methylene]hydrazide), CN (methylamine), CN (methylamine). Solvent: C(C)O (ethanol). Reaction conditions: temperature 60 celsius. The product is CC1(CC(C=2C(=C(SC2SC)C2=NN=CN2C)C1)=O)C (6,6-Dimethyl-1-(4-methyl-1,2,4-triazol-3-yl)-3-methylthio-4,5,6,7-tetrahydrobenzo[c]thiophen-4-one), powder. Isolated yield 44.0%. Reaction SMILES: C(O[C:4](=[N:19][NH:20][CH:21]=O)[C:5]1[S:6][C:7]([S:17][CH3:18])=[C:8]2[C:13](=[O:14])[CH2:12][C:11]([CH3:16])([CH3:15])[CH2:10][C:9]=12)C.[CH3:23][NH2:24]>C(O)C>[CH3:15][C:11]1([CH3:16])[CH2:10][C:9]2=[C:5]([C:4]3[N:24]([CH3:23])[CH:21]=[N:20][N:19]=3)[S:6][C:7]([S:17][CH3:18])=[C:8]2[C:13](=[O:14])[CH2:12]1. Reported procedure: Formic acid[ethoxy-(6,6-dimethyl-3-methylthio-4-oxo-4,5,6,7-tetrahydrobenzo[c]thiophen-1-yl)methylene]hydrazide (150 mg, 0.49 mmol) was dissolved in a solution of methylamine in ethanol (30%, 10 mL) and the mixture heated at 60° C. More methylamine solution (10 mL) was added periodically over 8 h. The solution was evaporated to dryness and the residue purified by chromatographed on silica gel, eluting with methanol:dichloromethane (5:95). The title compound was obtained as a white powder (60 mg,... Reactants: resultant mixture, O (water), ClC1=CC(=C(C=C1O)N1C(C2=C(C1=O)CCCC2)=O)F (N-(4-chloro-2-fluoro-5-hydroxyphenyl)-3,4,5,6-tetrahydrophthalimide), C([O-])([O-])=O.[K+].[K+] (potassium carbonate), C(C)(C)I (isopropyl iodide). Run in CN(C=O)C (dimethylformamide). The product is ClC1=CC(=C(C=C1OC(C)C)N1C(C2=C(C1=O)CCCC2)=O)F (N-(4-chloro-2-fluoro-5-isopropoxyphenyl)3,4,5,6-tetrahydrophthalimide). Isolated yield 35.6%. Reaction SMILES: [Cl:1][C:2]1[C:7]([OH:8])=[CH:6][C:5]([N:9]2[C:13](=[O:14])[C:12]3[CH2:15][CH2:16][CH2:17][CH2:18][C:11]=3[C:10]2=[O:19])=[C:4]([F:20])[CH:3]=1.C(=O)([O-])[O-].[K+].[K+].[CH:27](I)([CH3:29])[CH3:28].O>CN(C)C=O>[Cl:1][C:2]1[C:7]([O:8][CH:27]([CH3:29])[CH3:28])=[CH:6][C:5]([N:9]2[C:10](=[O:19])[C:11]3[CH2:18][CH2:17][CH2:16][CH2:15][C:12]=3[C:13]2=[O:14])=[C:4]([F:20])[CH:3]=1 |f:1.2.3|. Procedure: To a solution of N-(4-chloro-2-fluoro-5-hydroxyphenyl)-3,4,5,6-tetrahydrophthalimide (2.95 g) in dimethylformamide (20 ml), there was added anhydrous potassium carbonate (0.8 g) while stirring at room temperature. After stirring for 10 minutes at about 40° C., isopropyl iodide (1.7 g) was added thereto, and the resultant mixture was stirred for 3 hours at 70°-80° C. After being allowed to col to room temperature, the mixture was poured into water and extracted with toluene. The toluene layer was... Reactants: COC(=O)c1ccc(C)nc1, CS(C)=O, I, CC(C)(C)I, [Na+], [Na+], [Na+], O=S([O-])([O-])=S, O=C([O-])O, O=C(O)C(F)(F)F. Yields the product COC(=O)c1ccc(C=O)nc1. Reaction SMILES: [CH3:1][O:2][C:3]([c:4]1[cH:5][n:6][c:7]([CH3:10])[cH:8][cH:9]1)=[O:11].[CH3:37][S:38]([CH3:39])=[O:40].[I:12].[I:13][C:14]([CH3:15])([CH3:16])[CH3:17].[Na+:25].[Na+:26].[Na+:36].[O-:27][S:28]([O-:29])(=[S:30])=[O:31].[O-:32][C:33]([OH:34])=[O:35].[OH:18][C:19]([C:20]([F:21])([F:22])[F:23])=[O:24]>>[CH3:1][O:2][C:3]([c:4]1[cH:5][n:6][c:7]([CH:10]=[O:18])[cH:8][cH:9]1)=[O:11]. The product is Cl.FC1=CC2=C(NC(=N2)C2CCNCC2)C=C1 (5-fluoro-2-piperidin-4-yl-1H-benzoimidazole hydrochloride salt). Reactants: FC1=CC2=C(NC(=N2)C2CCNCC2)C=C1 (5-fluoro-2-piperidin-4-yl-1H-benzoimidazole), Cl (HCl). RXN SMILES: [F:1][C:2]1[CH:16]=[CH:15][C:5]2[NH:6][C:7]([CH:9]3[CH2:14][CH2:13][NH:12][CH2:11][CH2:10]3)=[N:8][C:4]=2[CH:3]=1.[ClH:17]>CO.O1CCOCC1>[ClH:17].[F:1][C:2]1[CH:16]=[CH:15][C:5]2[NH:6][C:7]([CH:9]3[CH2:10][CH2:11][NH:12][CH2:13][CH2:14]3)=[N:8][C:4]=2[CH:3]=1 |f:4.5|. Procedure: Thus, 10 g of the crude 5-fluoro-2-piperidin-4-yl-1H-benzoimidazole was dissolved in MeOH (85 mL) and a solution of HCl in dioxane (20 mL) was added dropwise, and the title compound was obtained by filtration. Run in CO (MeOH), O1CCOCC1 (dioxane). Reactants: BrCC1=CC=C(C(=C1C(=O)OC(C)(C)C)OC(=O)OC(C)(C)C)C(F)(F)F (tert-butyl 6-(bromomethyl)-2-[(tert-butoxycarbonyl)oxy]-3-(trifluoromethyl)benzoate), C(C=C)C(C(=O)[O-])C1=CN=C(S1)C1=CC=C(C=C1)O (allyl[2-(4-hydroxyphenyl)-1,3-thiazol-5-yl]acetate). Yields the product C(C)(C)(C)OC(=O)C1=C(COC2=CC=C(C=C2)C=2SC(=CN2)CC(=O)O)C=CC(=C1O)C(F)(F)F ([2-(4-{[2-(tert-Butoxycarbonyl)-3-hydroxy-4-(trifluoromethyl)benzyl]oxy}phenyl)-1,3-thiazol-5-yl]acetic acid). The yield is 9.0%. RXN SMILES: Br[CH2:2][C:3]1[C:8]([C:9]([O:11][C:12]([CH3:15])([CH3:14])[CH3:13])=[O:10])=[C:7]([O:16]C(OC(C)(C)C)=O)[C:6]([C:24]([F:27])([F:26])[F:25])=[CH:5][CH:4]=1.C([CH:31]([C:35]1[S:39][C:38]([C:40]2[CH:45]=[CH:44][C:43]([OH:46])=[CH:42][CH:41]=2)=[N:37][CH:36]=1)[C:32]([O-:34])=[O:33])C=C>>[C:12]([O:11][C:9]([C:8]1[C:7]([OH:16])=[C:6]([C:24]([F:25])([F:27])[F:26])[CH:5]=[CH:4][C:3]=1[CH2:2][O:46][C:43]1[CH:42]=[CH:41][C:40]([C:38]2[S:39][C:35]([CH2:31][C:32]([OH:34])=[O:33])=[CH:36][N:37]=2)=[CH:45][CH:44]=1)=[O:10])([CH3:13])([CH3:15])[CH3:14]. Procedure details: According to a method similar to Example (2-3), Example (33-5) and Example (11-7), from tert-butyl 6-(bromomethyl)-2-[(tert-butoxycarbonyl)oxy]-3-(trifluoromethyl)benzoate (314 mg, 0.69 mmol) obtained in Example (28-5) and allyl[2-(4-hydroxyphenyl)-1,3-thiazol-5-yl]acetate (190 mg, 0.69 mmol) obtained in Example (30-2), the title compound was obtained as a colorless powder (33 mg, three-step total yield: 9%). Reactants: C, COc1ccc(CCNCC(O)c2ccccc2OCc2ccccc2)c(OC)c1OC, CO, Cl, [H][H], [Pd]. Yields the product COc1ccc(CCNCC(O)c2ccccc2O)c(OC)c1OC, Cl. As a reaction SMILES: [C:38].[CH3:2][O:3][c:4]1[c:5]([CH2:6][CH2:7][NH:8][CH2:9][CH:10]([c:11]2[c:12]([O:17][CH2:18][c:19]3[cH:20][cH:21][cH:22][cH:23][cH:24]3)[cH:13][cH:14][cH:15][cH:16]2)[OH:25])[cH:26][cH:27][c:28]([O:32][CH3:33])[c:29]1[O:30][CH3:31].[CH3:34][OH:35].[ClH:1].[H:36][H:37].[Pd:39]>>[CH3:2][O:3][c:4]1[c:5]([CH2:6][CH2:7][NH:8][CH2:9][CH:10]([c:11]2[c:12]([OH:17])[cH:13][cH:14][cH:15][cH:16]2)[OH:25])[cH:26][cH:27][c:28]([O:32][CH3:33])[c:29]1[O:30][CH3:31].[ClH:1]. The reactants are C=1C=C[NH+]=CC1.[O-][Cr](=O)(=O)Cl (PCC), C12(CC3CC(CC(C1)C3)C2)CO (1-adamantanemethanol). The product is C12(CC3CC(CC(C1)C3)C2)C=O (1-adamantanecarboxaldehyde). Isolated yield 89.0%. Reaction SMILES: C1C=C[NH+]=CC=1.[O-][Cr](Cl)(=O)=O.[C:12]12([CH2:22][OH:23])[CH2:21][CH:16]3[CH2:17][CH:18]([CH2:20][CH:14]([CH2:15]3)[CH2:13]1)[CH2:19]2>>[C:12]12([CH:22]=[O:23])[CH2:19][CH:18]3[CH2:17][CH:16]([CH2:15][CH:14]([CH2:20]3)[CH2:13]1)[CH2:21]2 |f:0.1|. Procedure: The PCC-based oxidation of 1-adamantanemethanol will furnish 1-adamantanecarboxaldehyde in an 89% yield, as described in the literature [20]. The Schiff base condensation between 1-adamantanecarboxaldehyde and DFOB will yield the imine-based adamantane-DFOB conjugate which will be reduced by sodium cyanoborohydride (NaCNBH3) to give the secondary amine-based adamantane-DFOB conjugate. Sodium cyanoborohydride does not reduce the hydroxamate groups of DFOB to amides [21].